This data is from the Open Reaction Database (ORD), a public repository of structured organic reaction records. The task is: describe an organic reaction: reactants, conditions, products, and yield Starting materials: ClC=1C=C(C(=O)O)C=CC1N1CCN(CC1)C1=NC=C(C=N1)C1=CC(=CC=C1)CN(C)C(CN)=O (3-chloro-4-{4-[5-(3-{[glycyl(methyl)amino]methyl}phenyl)pyrimidin-2-yl]piperazin-1-yl}benzoic acid), O (H2O), C(\C=C\C(=O)O)(=O)O (fumaric acid). Solvent: C1CCOC1 (THF). Run at temperature 90 celsius, time 1 hour. Product: C(\C=C\C(=O)O)(=O)O.ClC=1C=C(C(=O)O)C=CC1N1CCN(CC1)C1=NC=C(C=N1)C1=CC(=CC=C1)CN(C)C(CN)=O.ClC=1C=C(C(=O)O)C=CC1N1CCN(CC1)C1=NC=C(C=N1)C1=CC(=CC=C1)CN(C(CN)=O)C (3-chloro-4-{4-[5-(3-{[glycyl(methyl)amino]methyl}phenyl)pyrimidin-2-yl]piperazin-1-yl}benzoic acid hemifumarate). The yield is 76.1%. RXN SMILES: [Cl:1][C:2]1[CH:3]=[C:4]([CH:8]=[CH:9][C:10]=1[N:11]1[CH2:16][CH2:15][N:14]([C:17]2[N:22]=[CH:21][C:20]([C:23]3[CH:28]=[CH:27][CH:26]=[C:25]([CH2:29][N:30]([C:32](=[O:35])[CH2:33][NH2:34])[CH3:31])[CH:24]=3)=[CH:19][N:18]=2)[CH2:13][CH2:12]1)[C:5]([OH:7])=[O:6].O.[C:37]([OH:44])(=[O:43])/[CH:38]=[CH:39]/[C:40]([OH:42])=[O:41]>C1COCC1>[C:37]([OH:44])(=[O:43])/[CH:38]=[CH:39]/[C:40]([OH:42])=[O:41].[Cl:1][C:2]1[CH:3]=[C:4]([CH:8]=[CH:9][C:10]=1[N:11]1[CH2:16][CH2:15][N:14]([C:17]2[N:18]=[CH:19][C:20]([C:23]3[CH:28]=[CH:27][CH:26]=[C:25]([CH2:29][N:30]([C:32](=[O:35])[CH2:33][NH2:34])[CH3:31])[CH:24]=3)=[CH:21][N:22]=2)[CH2:13][CH2:12]1)[C:5]([OH:7])=[O:6].[Cl:1][C:2]1[CH:3]=[C:4]([CH:8]=[CH:9][C:10]=1[N:11]1[CH2:16][CH2:15][N:14]([C:17]2[N:18]=[CH:19][C:20]([C:23]3[CH:28]=[CH:27][CH:26]=[C:25]([CH2:29][N:30]([CH3:31])[C:32](=[O:35])[CH2:33][NH2:34])[CH:24]=3)=[CH:21][N:22]=2)[CH2:13][CH2:12]1)[C:5]([OH:7])=[O:6] |f:4.5.6|. Procedure: Next, 3-chloro-4-{4-[5-(3-{[glycyl(methyl)amino]methyl}phenyl)pyrimidin-2-yl]piperazin-1-yl}benzoic acid (2 g) was suspended in THF (40 ml)-H2O (40 ml), and fumaric acid (938 mg) was added thereto, followed by stirring at 90° C. for 1 hour. The reaction mixture was cooled to room temperature and the solvent was evaporated under reduced pressure. To the residue was added THF (20 ml)-H2O (20 ml), followed by stirring at 90° C. for 1 hour as it was suspended. The mixture was cooled to room temperat... The reactants are O([Si](C)(C)C(C)(C)C)[C@H]1CCN2C(N([C@@H]([C@@H]21)C)C2=C(C(=C(C#N)C=C2)Cl)C)=O (4-[(1R,7S,7aR)-7-tert-Butyldimethylsilanoxy-1-methyl-3-oxohexahydropyrrolo[1,2-c]imidazol-2-yl]-2-chloro-3-methylbenzonitrile), CCCC[N+](CCCC)(CCCC)CCCC.[F-] (TBAF). The solvent is C1CCOC1 (THF), C1CCOC1 (THF). Run at time 2 hour. Product: O[C@@H]1CCN2C(N([C@H]([C@@H]21)C)C2=C(C(=C(C#N)C=C2)Cl)C)=O (4-[(1S,7R,7aR)-7-Hydroxy-1-methyl-3-oxohexahydropyrrolo[1,2-c]imidazol-2-yl]-2-chloro-3-methylbenzonitrile). Yield: 64.2%. RXN SMILES: [O:1]([C@@H:9]1[C@@H:16]2[N:12]([C:13](=[O:28])[N:14]([C:18]3[CH:25]=[CH:24][C:21]([C:22]#[N:23])=[C:20]([Cl:26])[C:19]=3[CH3:27])[C@@H:15]2[CH3:17])[CH2:11][CH2:10]1)[Si](C(C)(C)C)(C)C.CCCC[N+](CCCC)(CCCC)CCCC.[F-]>C1COCC1>[OH:1][C@H:9]1[C@@H:16]2[N:12]([C:13](=[O:28])[N:14]([C:18]3[CH:25]=[CH:24][C:21]([C:22]#[N:23])=[C:20]([Cl:26])[C:19]=3[CH3:27])[C@H:15]2[CH3:17])[CH2:11][CH2:10]1 |f:1.2|. Reported procedure: To a solution of 80G (11 mg, 0.026 mmol) in THF (1 mL) was added TBAF 1.0 M in THF, 0.26 mL). The reaction was stirred at rt for 2 h. The reaction mixture was concentrated and the residue was purified by reverse phase HPLC (Phenomenex Luna 20×100 mm S5 C18, 10 min. grad, 20 mL/min, 20-100% B solvent, A=10% MeOH/water+0.1% TFA, B=90% MeOH/Water+0.1% TFA) to provide the title compound (5.1 mg): HPLC (Phenomenex Luna 5 u C18 4.6×50 mm, linear gradient over 4 min) retention time 2.40 min (100%); Chi... The reactants are FC1=C(OC2=CC(=NC=C2)NC(=O)N2CCC(CC2)N2CCC(CC2)O)C=CC(=C1)[N+](=O)[O-] (4-(2-Fluoro-4-nitrophenoxy)-2-{[4-(4-hydroxypiperidin-1-yl)piperidin-1-yl]carbonylamino}pyridine). Reagents/catalysts: [OH-].[Pd+2].[OH-].[C] (palladium hydroxide carbon). Solvent: O1CCCC1 (tetrahydrofuran). Run at time 8 hour. Yields the product NC1=CC(=C(OC2=CC(=NC=C2)NC(=O)N2CCC(CC2)N2CCC(CC2)O)C=C1)F (4-(4-Amino-2-fluorophenoxy)-2-{[4-(4-hydroxypiperidin-1-yl)piperidin-1-yl]carbonylamino}pyridine). Yield: 104.4%. As a reaction SMILES: [F:1][C:2]1[CH:30]=[C:29]([N+:31]([O-])=O)[CH:28]=[CH:27][C:3]=1[O:4][C:5]1[CH:10]=[CH:9][N:8]=[C:7]([NH:11][C:12]([N:14]2[CH2:19][CH2:18][CH:17]([N:20]3[CH2:25][CH2:24][CH:23]([OH:26])[CH2:22][CH2:21]3)[CH2:16][CH2:15]2)=[O:13])[CH:6]=1>O1CCCC1.[OH-].[Pd+2].[OH-].[C]>[NH2:31][C:29]1[CH:28]=[CH:27][C:3]([O:4][C:5]2[CH:10]=[CH:9][N:8]=[C:7]([NH:11][C:12]([N:14]3[CH2:19][CH2:18][CH:17]([N:20]4[CH2:21][CH2:22][CH:23]([OH:26])[CH2:24][CH2:25]4)[CH2:16][CH2:15]3)=[O:13])[CH:6]=2)=[C:2]([F:1])[CH:30]=1 |f:2.3.4.5|. Procedure: 4-(2-Fluoro-4-nitrophenoxy)-2-{[4-(4-hydroxypiperidin-1-yl)piperidin-1-yl]carbonylamino}pyridine (168 mg) was dissolved in tetrahydrofuran (20 ml). After adding 20% palladium hydroxide-carbon (103 mg), the mixture was stirred overnight under a hydrogen atmosphere. The catalyst was filtered and washed with tetrahydrofuran. The filtrate and the washings were combined and concentrated under reduced pressure, and the resultant residue was dried under reduced pressure to provide the title compound (1...